From a dataset of the Open Reaction Database (ORD), a public repository of structured organic reaction records. describe an organic reaction: reactants, conditions, products, and yield Starting materials: C(C)(C)C=1C=C(OC1C(C)C)C=CC(=O)CNC1=CC=C(C(=O)OC)C=C1 (methyl 4-[[3-(4,5-diisopropyl-2-furanyl)acryloyl]methylamino]benzoate), [OH-].[Li+] (lithium hydroxide). Yields the product C(C)(C)C=1C=C(OC1C(C)C)C=CC(=O)CNC1=CC=C(C(=O)O)C=C1 (4-[[3-(4,5-Diisopropyl-2-furanyl)acryloyl]methylamino]benzoic acid). The yield is 96.0%. As a reaction SMILES: [CH:1]([C:4]1[CH:5]=[C:6]([CH:12]=[CH:13][C:14]([CH2:16][NH:17][C:18]2[CH:27]=[CH:26][C:21]([C:22]([O:24]C)=[O:23])=[CH:20][CH:19]=2)=[O:15])[O:7][C:8]=1[CH:9]([CH3:11])[CH3:10])([CH3:3])[CH3:2].[OH-].[Li+]>>[CH:1]([C:4]1[CH:5]=[C:6]([CH:12]=[CH:13][C:14]([CH2:16][NH:17][C:18]2[CH:27]=[CH:26][C:21]([C:22]([OH:24])=[O:23])=[CH:20][CH:19]=2)=[O:15])[O:7][C:8]=1[CH:9]([CH3:10])[CH3:11])([CH3:2])[CH3:3] |f:1.2|. Reported procedure: The ester obtained above (68 mg, 0.314 μmol) was hydrolyzed with lithium hydroxide in a conventional manner, and the residue was recrystallized to obtain the title compound (27, 63 mg, 96%) as colorless prisms. Reactants: CN(C)C=O, CCCCCC, CCOCC, Nc1ccc(Oc2ccnc(NC(=O)N3CCN(CCN4CCC4)CC3)c2)cc1, O=C=NC(=O)Cc1ccccc1. Product: O=C(Cc1ccccc1)NC(=O)Nc1ccc(Oc2ccnc(NC(=O)N3CCN(CCN4CCC4)CC3)c2)cc1. As a reaction SMILES: [CH3:42][N:43]([CH3:44])[CH:45]=[O:46].[CH3:47][CH2:48][CH2:49][CH2:50][CH2:51][CH3:52].[CH3:53][CH2:54][O:55][CH2:56][CH3:57].[NH2:1][c:2]1[cH:3][cH:4][c:5]([O:6][c:7]2[cH:8][c:9]([NH:13][C:14](=[O:15])[N:16]3[CH2:17][CH2:18][N:19]([CH2:22][CH2:23][N:24]4[CH2:25][CH2:26][CH2:27]4)[CH2:20][CH2:21]3)[n:10][cH:11][cH:12]2)[cH:28][cH:29]1.[c:30]1([CH2:36][C:37](=[O:38])[N:39]=[C:40]=[O:41])[cH:31][cH:32][cH:33][cH:34][cH:35]1>>[NH:1]([c:2]1[cH:3][cH:4][c:5]([O:6][c:7]2[cH:8][c:9]([NH:13][C:14](=[O:15])[N:16]3[CH2:17][CH2:18][N:19]([CH2:22][CH2:23][N:24]4[CH2:25][CH2:26][CH2:27]4)[CH2:20][CH2:21]3)[n:10][cH:11][cH:12]2)[cH:28][cH:29]1)[C:40]([NH:39][C:37]([CH2:36][c:30]1[cH:31][cH:32][cH:33][cH:34][cH:35]1)=[O:38])=[O:41]. RXN SMILES: C([Li])CCC.[C:6]1([P:12](=[O:30])([C:24]2[CH:29]=[CH:28][CH:27]=[CH:26][CH:25]=2)[CH2:13][CH2:14][CH2:15][CH2:16][CH2:17][CH2:18][CH2:19][CH2:20][CH2:21][CH2:22][CH3:23])[CH:11]=[CH:10][CH:9]=[CH:8][CH:7]=1.[C:31]1(=[O:37])[O:36][CH2:35][CH2:34][CH2:33][CH2:32]1>CCCCCC.O1CCCC1>[OH:37][CH2:31][CH2:32][CH2:33][CH2:34][C:35]([CH:13]([P:12](=[O:30])([C:24]1[CH:29]=[CH:28][CH:27]=[CH:26][CH:25]=1)[C:6]1[CH:7]=[CH:8][CH:9]=[CH:10][CH:11]=1)[CH2:14][CH2:15][CH2:16][CH2:17][CH2:18][CH2:19][CH2:20][CH2:21][CH2:22][CH3:23])=[O:36]. Run in O1CCCC1 (tetrahydrofuran), CCCCCC (hexane), O1CCCC1 (tetrahydrofuran). Reactants: C1(CCCCO1)=O (valerolactone), C(CCC)[Li] (n-Butyl lithium), C1(=CC=CC=C1)P(CCCCCCCCCCC)(C1=CC=CC=C1)=O (diphenyl-undecylphosphine oxide). Product: OCCCCC(=O)C(CCCCCCCCCC)P(C1=CC=CC=C1)(C1=CC=CC=C1)=O (1-(5-hydroxypentanoyl)undecyl-diphenylphosphine oxide). Conditions: time 10 minute. Procedure: 1.6M n-Butyl lithium solution in hexane (56 ml) was added to a stirred solution of the phosphine oxide (31.0 g) in dry tetrahydrofuran (400 ml) at -40° to -45° C. under nitrogen. The deep orange solution was stirred for 10 minutes at -40° to -50° C., then a solution of valerolactone (9.0 g) in dry tetrahydrofuran was added. The pale solution was allowed to warm to room temperature, poured on to ice and extracted with ether. The extract was dried and evaporated and the residue was crystallised fr... Starting materials: [O-2].[Mg+2] (magnesium oxide), [OH-].[Mg+2].[OH-] (magnesium hydroxide), S(=O)(=O)([O-])[O-].[Mg+2] (magnesium sulfate), [OH-].[Mg+2].[OH-] (magnesium hydroxide), S(=O)(=O)([O-])[O-].[Mg+2] (magnesium sulfate). The product is S(=O)(=O)([O-])[O-].[Mg+2] (magnesium sulfate), S(O)(O)(=O)=O (sulfuric acid), [OH-].[Mg+2].[OH-] (magnesium hydroxide). As a reaction SMILES: [OH-:1].[Mg+2:2].[OH-].[O-2].[Mg+2].[S:6]([O-:10])([O-:9])(=[O:8])=[O:7].[Mg+2]>>[S:6]([O-:10])([O-:9])(=[O:8])=[O:7].[Mg+2:2].[S:6](=[O:8])(=[O:7])([OH:10])[OH:9].[OH-:1].[Mg+2:2].[OH-:7] |f:0.1.2,3.4,5.6,7.8,10.11.12|. Reported procedure: Describing in more detail, in the aforementioned production process, magnesium hydroxide or magnesium oxide is dispersed in an aqueous magnesium sulfate solution first. Since it is necessary only to allow magnesium sulfate to exist together with magnesium hydroxide in a reaction system, it is also possible to obtain magnesium sulfate from sulfuric acid and magnesium hydroxide. RXN SMILES: [CH3:1][O:2][C:3]1[CH:8]=[CH:7][CH:6]=[C:5]([O:9][CH3:10])[C:4]=1[O:11][CH3:12].[O:13]1CCC[CH2:14]1.CCCCCC.C([Li])(CC)C>C(O)(=O)C.CN(C)C=O>[CH3:1][O:2][C:3]1[C:4]([O:11][CH3:12])=[C:5]([O:9][CH3:10])[CH:6]=[CH:7][C:8]=1[CH:14]=[O:13]. Reaction conditions: time 45 minute. Solvent: C(C)(=O)O (acetic acid), CN(C=O)C (dimethylformamide). Yields the product COC1=C(C=O)C=CC(=C1OC)OC (2,3,4-trimethoxybenzaldehyde). Isolated yield 24.0%. Reported procedure: A mixed solution of 20 g of 1,2,3-trimethoxybenzene and 100 ml of tetrahydrofuran (THF) was cooled to -78° C., and 140 ml of a hexane solution containing 1M sec-butyl lithium (sec-BuLi) was added dropwise thereto. After stirring the mixture at the same temperature for 45 minutes, 11 ml of dimethylformamide (DMF) was added to the reaction mixture. The mixture was stirred at -50° C. or lower for 45 minutes. Then, a 10% acetic acid aqueous solution was added to the mixture, and the resulting mixtur... Reactants: COC1=C(C(=CC=C1)OC)OC (1,2,3-trimethoxybenzene), O1CCCC1 (tetrahydrofuran), CCCCCC (hexane), C(C)(CC)[Li] (sec-butyl lithium). Starting materials: BrC=1C(=NC=CC1)C1CN(C1)C1=NC2=CC=CC=C2C=C1 (2-[3-(3-bromo-pyridin-2-yl)-azetidin-1-yl]-quinoline), COC=1C=C(C=CC1)B(O)O (3-methoxy-phenylboronic acid), [O-]P(=O)([O-])[O-].[K+].[K+].[K+] (K3PO4). Reagents/catalysts: C1=CC=C(C=C1)P([C-]2C=CC=C2)C3=CC=CC=C3.C1=CC=C(C=C1)P([C-]2C=CC=C2)C3=CC=CC=C3.Cl[Pd]Cl.[Fe+2] (Pd(dppf)Cl2). Run in O1CCOCC1 (dioxane), O (water). Conditions: temperature 90 celsius, time 8 hour. Yields the product COC=1C=C(C=CC1)C=1C(=NC=CC1)C1CN(C1)C1=NC2=CC=CC=C2C=C1 (2-{3-[3-(3-methoxy-phenyl)-pyridin-2-yl]-azetidin-1-yl}-quinoline). Yield: 36.0%. RXN SMILES: Br[C:2]1[C:3]([CH:8]2[CH2:11][N:10]([C:12]3[CH:21]=[CH:20][C:19]4[C:14](=[CH:15][CH:16]=[CH:17][CH:18]=4)[N:13]=3)[CH2:9]2)=[N:4][CH:5]=[CH:6][CH:7]=1.[CH3:22][O:23][C:24]1[CH:25]=[C:26](B(O)O)[CH:27]=[CH:28][CH:29]=1.[O-]P([O-])([O-])=O.[K+].[K+].[K+]>O1CCOCC1.O.C1C=CC(P(C2C=CC=CC=2)[C-]2C=CC=C2)=CC=1.C1C=CC(P(C2C=CC=CC=2)[C-]2C=CC=C2)=CC=1.Cl[Pd]Cl.[Fe+2]>[CH3:22][O:23][C:24]1[CH:29]=[C:28]([C:2]2[C:3]([CH:8]3[CH2:11][N:10]([C:12]4[CH:21]=[CH:20][C:19]5[C:14](=[CH:15][CH:16]=[CH:17][CH:18]=5)[N:13]=4)[CH2:9]3)=[N:4][CH:5]=[CH:6][CH:7]=2)[CH:27]=[CH:26][CH:25]=1 |f:2.3.4.5,8.9.10.11|. Procedure: To a solution of 2-[3-(3-bromo-pyridin-2-yl)-azetidin-1-yl]-quinoline (339 mg, 1 mmol), 3-methoxy-phenylboronic acid (167.2 mg, 1.1 mmol), K3PO4 (414 mg, 2.0 mmol) in dioxane (20 mL) and water (2 mL) was added Pd(dppf)Cl2 (36.6 mg, 0.05 mmol) then the reaction mixture was stirred at 90° C. under nitrogen atmosphere overnight. The reaction mixture was filtered through CELITE® and washed with EtOAc (50 mL). The filtrate was concentrated and the crude product was purified by ISCO silica gel column ...